Dataset: the Open Reaction Database (ORD), a public repository of structured organic reaction records. Task: describe an organic reaction: reactants, conditions, products, and yield Reactants: [N+](=O)([O-])C=1C(NC(=C(C1)CC)COCC1=CC=CC=C1)=O (3-nitro-5-ethyl-6-benzyloxymethylpyridin-2(1H)-one), [H][H] (hydrogen). The reagents and catalysts are [Pd] (palladium/charcoal). The solvent is O1CCCC1 (tetrahydrofuran), CO (methanol). Conditions: time 3.5 day. The product is NC=1C(NC(=C(C1)CC)CO)=O (3-amino-5-ethyl-6-hydroxymethylpyridin-2(1H)-one). Yield: 90.0%. As a reaction SMILES: [N+:1]([C:4]1[C:5](=[O:21])[NH:6][C:7]([CH2:12][O:13]CC2C=CC=CC=2)=[C:8]([CH2:10][CH3:11])[CH:9]=1)([O-])=O.[H][H]>O1CCCC1.CO.[Pd]>[NH2:1][C:4]1[C:5](=[O:21])[NH:6][C:7]([CH2:12][OH:13])=[C:8]([CH2:10][CH3:11])[CH:9]=1. Procedure details: A solution of 3-nitro-5-ethyl-6-benzyloxymethylpyridin-2(1H)-one (576 mg, 2.0 mmol) in tetrahydrofuran (15 mL) and methanol (15 mL) containing 10% palladium/charcoal (130 mg) was hydrogenated at an atmospheric pressure of hydrogen, monitoring the progress by tlc. Additional catalyst was added in 100 mg portions after day 2 and day 3. After 3-4 days, the catalyst was filtered and the solvents evaporated. The catalyst was vigorously washed with methanol/chloroform and combined solvents evaporated.... Reactants: COC(CN1C(C(CC=C(C1)CO)NC(=O)C1=NC=CC2=CC=CC=C12)=O)=O ({6-hydroxymethyl-3-[(isoquinoline-1-carbonyl)-amino]-2-oxo-2,3,4,7-tetrahydro-azepin-1-yl}-acetic acid methyl ester), [Li+].[OH-] (LiOH). The solvent is C1CCOC1.O (THF H2O). Conditions: time 2.5 hour. Yields the product OCC1=CCC(C(N(C1)CC(=O)O)=O)NC(=O)C1=NC=CC2=CC=CC=C12 ({6-(hydroxymethyl)-3-[(isoquinoline-1-carbonyl)amino]-2-oxo-2,3,4,7-tetrahydro-azepin-1-yl}-acetic acid). RXN SMILES: C[O:2][C:3](=[O:28])[CH2:4][N:5]1[CH2:11][C:10]([CH2:12][OH:13])=[CH:9][CH2:8][CH:7]([NH:14][C:15]([C:17]2[C:26]3[C:21](=[CH:22][CH:23]=[CH:24][CH:25]=3)[CH:20]=[CH:19][N:18]=2)=[O:16])[C:6]1=[O:27].[Li+].[OH-]>C1COCC1.O>[OH:13][CH2:12][C:10]1[CH2:11][N:5]([CH2:4][C:3]([OH:28])=[O:2])[C:6](=[O:27])[CH:7]([NH:14][C:15]([C:17]2[C:26]3[C:21](=[CH:22][CH:23]=[CH:24][CH:25]=3)[CH:20]=[CH:19][N:18]=2)=[O:16])[CH2:8][CH:9]=1 |f:1.2,3.4|. Reported procedure: A solution of {6-hydroxymethyl-3-[(isoquinoline-1-carbonyl)-amino]-2-oxo-2,3,4,7-tetrahydro-azepin-1-yl}-acetic acid methyl ester, 19, (0.16 g, 0.41 mmol) in THF/H2O (4 mL, 3:1) is treated with excess LiOH and stirred for 2.5 hours at room temperature. The solution is acidified to pH 7, concentrated in vacuo and purified by HPLC to afford 0.15 g of the desired product. The reactants are CCO, CC1(C)CON(Cc2c(Cl)cccc2[N+](=O)[O-])C1=O, [H][H], O=[Pt]. Reaction SMILES: [CH3:22][CH2:23][OH:24].[Cl:1][c:2]1[c:3]([CH2:11][N:12]2[O:13][CH2:14][C:15]([CH3:18])([CH3:19])[C:16]2=[O:17])[c:4]([N+:8]([O-:9])=[O:10])[cH:5][cH:6][cH:7]1.[H:20][H:21].[Pt:25]=[O:26]>>[Cl:1][c:2]1[c:3]([CH2:11][N:12]2[O:13][CH2:14][C:15]([CH3:18])([CH3:19])[C:16]2=[O:17])[c:4]([NH2:8])[cH:5][cH:6][cH:7]1. Yields the product CC1(C)CON(Cc2c(N)cccc2Cl)C1=O.